From a dataset of the Open Reaction Database (ORD), a public repository of structured organic reaction records. describe an organic reaction: reactants, conditions, products, and yield Reported procedure: To a solution of 3-chloro-4-(4-(methylamino)-5-(trifluoromethyl)pyrimidin-2-ylamino)benzonitrile (135 mg, 6.41 mmol) in DMF (2 mL) was added sodium azide (80 mg, 1.24 mmol) and ammonium chloride (66 mg, 1.24 mmol). The mixture was heated at 125° C. for 18 h. The mixture was cooled, filtered and the solid washed with ethyl acetate. The filtrated was concentrated under reduced pressure and the crude residue was diluted with water (5 mL) and diethyl ether (5 mL). A precipitate formed which was filt... The reactants are ClC=1C=C(C#N)C=CC1NC1=NC=C(C(=N1)NC)C(F)(F)F (3-chloro-4-(4-(methylamino)-5-(trifluoromethyl)pyrimidin-2-ylamino)benzonitrile), [N-]=[N+]=[N-].[Na+] (sodium azide), [Cl-].[NH4+] (ammonium chloride). Run at temperature 125 celsius. Reaction SMILES: [Cl:1][C:2]1[CH:3]=[C:4]([CH:7]=[CH:8][C:9]=1[NH:10][C:11]1[N:16]=[C:15]([NH:17][CH3:18])[C:14]([C:19]([F:22])([F:21])[F:20])=[CH:13][N:12]=1)[C:5]#[N:6].[N-:23]=[N+:24]=[N-:25].[Na+].[Cl-].[NH4+]>CN(C=O)C>[Cl:1][C:2]1[CH:3]=[C:4]([C:5]2[N:23]=[N:24][NH:25][N:6]=2)[CH:7]=[CH:8][C:9]=1[NH:10][C:11]1[N:16]=[C:15]([NH:17][CH3:18])[C:14]([C:19]([F:20])([F:21])[F:22])=[CH:13][N:12]=1 |f:1.2,3.4|. Yield: 28.3%. Yields the product ClC1=C(C=CC(=C1)C=1N=NNN1)NC1=NC=C(C(=N1)NC)C(F)(F)F (N2-(2-chloro-4-(2H-tetrazol-5-yl)phenyl)-N4-methyl-5-(trifluoromethyl)pyrimidine-2,4-diamine). Solvent: CN(C)C=O (DMF). Starting materials: CN1C(NC(CC1=O)C)=NC([O-])=O (1,4-dimethyl-6-oxo-tetrahydropyrimidin-2(1H)-ylidenecarbamate), C(=O)(C(F)(F)F)O.C(Cl)Cl (TFA CH2Cl2). Product: C(C)C1CC(N(C(N1)=N)C)=O (6-ethyl-2-imino-3-methyl-tetrahydropyrimidin-4 (1H)-one). As a reaction SMILES: [CH3:1][N:2]1[C:7](=[O:8])[CH2:6][CH:5]([CH3:9])[NH:4][C:3]1=[N:10]C(=O)[O-].[C:14](O)(C(F)(F)F)=O.C(Cl)Cl>>[CH2:9]([CH:5]1[NH:4][C:3](=[NH:10])[N:2]([CH3:1])[C:7](=[O:8])[CH2:6]1)[CH3:14] |f:1.2|. Reported procedure: (S)-tert-butyl 4-(3-3-chloro-6-hydroxyphenyl)phenyl)-1,4-dimethyl-6-oxo-tetrahydropyrimidin-2(1H)-ylidenecarbamate (CF3; R1═R6=Me, R21=3-chloro-6-hydroxyphenyl) (23 mg, 0.05 mmol) was treated with 1 mL of 30% TFA/CH2Cl2 at RT for 30 min. The volatiles were removed in vacuo. The residue was redissolved in acetonitrile (5 mL) and evaporated again to afford 17 mg of the crude product as a yellow solid. The crude product was purified via reverse phase HPLC to provide 10 mg (60%) of (S)-6-(3-3-chloro... Reactants: O=C(O)Cc1ccc(Br)cc1, CCCCCCCN, ClCCl, CCN(C(C)C)C(C)C, ClC(Cl)Cl, O, O=S(Cl)Cl. The product is CCCCCCCNC(=O)Cc1ccc(Br)cc1. Reaction SMILES: [Br:1][c:2]1[cH:3][cH:4][c:5]([CH2:8][C:9](=[O:10])[OH:11])[cH:6][cH:7]1.[CH2:16]([CH2:17][CH2:18][CH2:19][CH2:20][CH2:21][CH3:22])[NH2:23].[CH2:37]([Cl:38])[Cl:39].[CH:24]([N:25]([CH2:26][CH3:27])[CH:28]([CH3:29])[CH3:30])([CH3:31])[CH3:32].[CH:33]([Cl:34])([Cl:35])[Cl:36].[OH2:40].[S:12]([Cl:13])([Cl:14])=[O:15]>>[Br:1][c:2]1[cH:3][cH:4][c:5]([CH2:8][C:9](=[O:11])[NH:23][CH2:16][CH2:17][CH2:18][CH2:19][CH2:20][CH2:21][CH3:22])[cH:6][cH:7]1. The reactants are Cc1nc(NC(=O)n2ccnc2)sc1-c1ccncc1, Cc1nc(N)sc1-c1ccnc(N2CCOCC2)n1. The product is Cc1nc(NC(=O)n2ccnc2)sc1-c1ccnc(N2CCOCC2)n1. Reaction SMILES: [CH3:1][c:2]1[n:3][c:4]([NH:5][C:14](=[O:15])[n:16]2[cH:17][n:18][cH:19][cH:20]2)[s:6][c:7]1-[c:8]1[cH:9][cH:10][n:11][cH:12][cH:13]1.[CH3:21][c:22]1[n:23][c:24]([NH2:39])[s:25][c:26]1-[c:27]1[n:28][c:29]([N:33]2[CH2:34][CH2:35][O:36][CH2:37][CH2:38]2)[n:30][cH:31][cH:32]1>>[C:14](=[O:15])([n:16]1[cH:17][n:18][cH:19][cH:20]1)[NH:39][c:24]1[n:23][c:22]([CH3:21])[c:26](-[c:27]2[n:28][c:29]([N:33]3[CH2:34][CH2:35][O:36][CH2:37][CH2:38]3)[n:30][cH:31][cH:32]2)[s:25]1. The product is N#CCc1csc(N)n1. Reaction SMILES: [NH2:1][c:2]1[s:3][cH:4][c:5]([CH2:7][C:8](=[O:9])[NH2:10])[n:6]1.[O:16]=[CH:17][N:18]([CH3:19])[CH3:20].[P:11]([Cl:12])([Cl:13])([Cl:14])=[O:15]>>[NH2:1][c:2]1[s:3][cH:4][c:5]([CH2:7][C:8]#[N:10])[n:6]1. The reactants are NC(=O)Cc1csc(N)n1, CN(C)C=O, O=P(Cl)(Cl)Cl.